From a dataset of the Open Reaction Database (ORD), a public repository of structured organic reaction records. describe an organic reaction: reactants, conditions, products, and yield Starting materials: C(C)(=O)C1=C(C(=C(OCCCSC2=NN=C(S2)SCC(=O)OCC)C=C1)CCC)O (ethyl [[5-[[3-(4-acetyl-3-hydroxy-2-propylphenoxy)propyl]thio]-1,3,4-thiadiazol-2-yl]thio]acetate), O (water), aqueous solution, [OH-].[Na+] (sodium hydroxide). Solvent: CO (methanol), CO (methanol). Run at time 30 minute. The product is C(C)(=O)C1=C(C(=C(OCCCSC2=NN=C(S2)SCC(=O)O)C=C1)CCC)O ([[5-[[3-(4-acetyl-3-hydroxy-2-propylphenoxy)propyl]thio]-1,3,4-thiadiazol-2-yl]thio]acetic acid). Isolated yield 77.7%. As a reaction SMILES: [C:1]([C:4]1[CH:26]=[CH:25][C:7]([O:8][CH2:9][CH2:10][CH2:11][S:12][C:13]2[S:17][C:16]([S:18][CH2:19][C:20]([O:22]CC)=[O:21])=[N:15][N:14]=2)=[C:6]([CH2:27][CH2:28][CH3:29])[C:5]=1[OH:30])(=[O:3])[CH3:2].[OH-].[Na+].O>CO>[C:1]([C:4]1[CH:26]=[CH:25][C:7]([O:8][CH2:9][CH2:10][CH2:11][S:12][C:13]2[S:17][C:16]([S:18][CH2:19][C:20]([OH:22])=[O:21])=[N:15][N:14]=2)=[C:6]([CH2:27][CH2:28][CH3:29])[C:5]=1[OH:30])(=[O:3])[CH3:2] |f:1.2|. Procedure details: To a mixture of 4.2 g of ethyl [[5-[[3-(4-acetyl-3-hydroxy-2-propylphenoxy)propyl]thio]-1,3,4-thiadiazol-2-yl]thio]acetate obtained in Example 14 and 30 ml of methanol was added 20 ml of an aqueous solution of 5% sodium hydroxide and the mixture was stirred for 30 minutes. Then, 30 ml of water was added to the reaction mixture and methanol was removed under reduced pressure. The residue thus formed was washed with ethyl acetate, acidified with diluted hydrochloric acid, and extracted with ethyl ... The reactants are TSA-H2O, BrC1=CC(=C(C=C1)C(CC)=O)F (1-(4-bromo-2-fluorophenyl)propan-1-one), C1(=CC=CC=C1)NN (1-phenylhydrazine). Run in C(C)O (ethanol). The product is BrC1=CC(=C(C=C1)\C(\CC)=N/NC1=CC=CC=C1)F ((Z)-1-(1-(4-bromo-2-fluorophenyl)propylidene)-2-phenylhydrazine), BrC1=CC(=C(C=C1)\C(\CC)=N\NC1=CC=CC=C1)F ((E)-1-(1-(4-bromo-2-fluorophenyl)propylidene)-2-phenylhydrazine). Reaction SMILES: [Br:1][C:2]1[CH:7]=[CH:6][C:5]([C:8](=O)[CH2:9][CH3:10])=[C:4]([F:12])[CH:3]=1.[C:13]1([NH:19][NH2:20])[CH:18]=[CH:17][CH:16]=[CH:15][CH:14]=1>C(O)C>[Br:1][C:2]1[CH:7]=[CH:6][C:5](/[C:8](=[N:20]\[NH:19][C:13]2[CH:18]=[CH:17][CH:16]=[CH:15][CH:14]=2)/[CH2:9][CH3:10])=[C:4]([F:12])[CH:3]=1.[Br:1][C:2]1[CH:7]=[CH:6][C:5](/[C:8](=[N:20]/[NH:19][C:13]2[CH:18]=[CH:17][CH:16]=[CH:15][CH:14]=2)/[CH2:9][CH3:10])=[C:4]([F:12])[CH:3]=1. Procedure details: Into a 1000-mL round-bottom flask, was placed a solution of 1-(4-bromo-2-fluorophenyl)propan-1-one (32 g, 138.53 mmol, 1.00 equiv) in ethanol (300 mL), 1-phenylhydrazine (15.0 g, 138.89 mmol, 1.00 equiv), TSA-H2O (1.32 g, 6.95 mmol, 0.05 equiv). The resulting solution was heated to reflux for 1 h in an oil bath. The resulting mixture was concentrated under vacuum to yield (Z)-1-(1-(4-bromo-2-fluorophenyl)propylidene)-2-phenylhydrazine and (E)-1-(1-(4-bromo-2-fluorophenyl)propylidene)-2-phenylhyd...